From a dataset of the Open Reaction Database (ORD), a public repository of structured organic reaction records. describe an organic reaction: reactants, conditions, products, and yield As a reaction SMILES: [Br:52][CH2:53][CH2:54][CH2:55][Br:56].[CH2:1]([O:2][c:6]1[n:7][c:8]([NH2:27])[c:9]2[n:10][c:11]([O:25][CH3:26])[n:12]([CH2:15][CH2:16][CH2:17][NH:18][CH2:19][CH:20]3[O:21][CH2:22][CH2:23][CH2:24]3)[c:13]2[n:14]1)[CH2:3][CH2:4][CH3:5].[CH2:35]([CH2:36][CH2:37][CH3:38])[NH:39][c:40]1[n:41][c:42]2[c:43]([n:44][c:45]([O:46][CH3:47])[nH:48]2)[c:49]([NH2:50])[n:51]1.[F:28][C:29]([F:30])([F:31])[C:32]([OH:33])=[O:34]>>[c:6]1([NH:39][CH2:35][CH2:36][CH2:37][CH3:38])[n:7][c:8]([NH2:27])[c:9]2[n:10][c:11]([O:25][CH3:26])[n:12]([CH2:15][CH2:16][CH2:17][NH:18][CH2:19][CH:20]3[O:21][CH2:22][CH2:23][CH2:24]3)[c:13]2[n:14]1. Reactants: BrCCCBr, CCCCOc1nc(N)c2nc(OC)n(CCCNCC3CCCO3)c2n1, CCCCNc1nc(N)c2nc(OC)[nH]c2n1, O=C(O)C(F)(F)F. Product: CCCCNc1nc(N)c2nc(OC)n(CCCNCC3CCCO3)c2n1. Reactants: ClCCl, COc1ccccc1N(CCN1CCC(C(=O)c2ccc(F)cc2)CC1)S(=O)(=O)c1ccc(CO)cc1. Product: COc1ccccc1N(CCN1CCC(C(=O)c2ccc(F)cc2)CC1)S(=O)(=O)c1ccc(C=O)cc1. Reaction SMILES: [CH2:38]([Cl:39])[Cl:40].[F:1][c:2]1[cH:3][cH:4][c:5]([C:6](=[O:7])[CH:8]2[CH2:9][CH2:10][N:11]([CH2:14][CH2:15][N:16]([S:17](=[O:18])(=[O:19])[c:20]3[cH:21][cH:22][c:23]([CH2:26][OH:27])[cH:24][cH:25]3)[c:28]3[c:29]([O:34][CH3:35])[cH:30][cH:31][cH:32][cH:33]3)[CH2:12][CH2:13]2)[cH:36][cH:37]1>>[F:1][c:2]1[cH:3][cH:4][c:5]([C:6](=[O:7])[CH:8]2[CH2:9][CH2:10][N:11]([CH2:14][CH2:15][N:16]([S:17](=[O:18])(=[O:19])[c:20]3[cH:21][cH:22][c:23]([CH:26]=[O:27])[cH:24][cH:25]3)[c:28]3[c:29]([O:34][CH3:35])[cH:30][cH:31][cH:32][cH:33]3)[CH2:12][CH2:13]2)[cH:36][cH:37]1. Procedure details: A mixture of 5-bromo-2,4-dimethyl-6-oxo-1-phenyl-1,6-dihydro-pyridine-3-carboxylic acid (S)-cyclobutyl-(3-fluoro-phenyl)-methyl]-amide (2a, 20.0 mg, 0.0414 mmol) 07), hexamethylphosphoramide (0.500 mL, 2.87 mmol), tetramethyltin (22.8 uL, 0.166 mmol) and benzylbis(triphenylphosphine)palladium(II) chloride (1.44 mg, 0.00190 mmol) was heated at 140° C. under microwave irradiation for 90 min. It was partitioned between water (2 mL) and ethyl acetate (3×2 mL). The combined organic solution was washe... Reaction SMILES: [CH:1]1([C@H:5]([NH:13][C:14]([C:16]2[C:21]([CH3:22])=[C:20](Br)[C:19](=[O:24])[N:18]([C:25]3[CH:30]=[CH:29][CH:28]=[CH:27][CH:26]=3)[C:17]=2[CH3:31])=[O:15])[C:6]2[CH:11]=[CH:10][CH:9]=[C:8]([F:12])[CH:7]=2)[CH2:4][CH2:3][CH2:2]1.[CH3:32]N(C)P(N(C)C)(N(C)C)=O.C[Sn](C)(C)C>[CH2-]C1C=CC=CC=1.C1C=CC(P(C2C=CC=CC=2)C2C=CC=CC=2)=CC=1.C1C=CC(P(C2C=CC=CC=2)C2C=CC=CC=2)=CC=1.[Cl-].[Pd+2]>[CH:1]1([C@H:5]([NH:13][C:14]([C:16]2[C:21]([CH3:22])=[C:20]([CH3:32])[C:19](=[O:24])[N:18]([C:25]3[CH:30]=[CH:29][CH:28]=[CH:27][CH:26]=3)[C:17]=2[CH3:31])=[O:15])[C:6]2[CH:11]=[CH:10][CH:9]=[C:8]([F:12])[CH:7]=2)[CH2:4][CH2:3][CH2:2]1 |f:3.4.5.6.7|. Reactants: 5-bromo-2,4-dimethyl-6-oxo-1-phenyl-1,6-dihydro-pyridine-3-carboxylic acid (S)-cyclobutyl-(3-fluoro-phenyl)-methyl, C1(CCC1)[C@@H](C1=CC(=CC=C1)F)NC(=O)C1=C(N(C(C(=C1C)Br)=O)C1=CC=CC=C1)C (5-Bromo-2,4-dimethyl-6-oxo-1-phenyl-1,6-dihydro-pyridine-3-carboxylic acid [(S)-cyclobutyl-(3-fluoro-phenyl)-methyl]-amide), CN(P(=O)(N(C)C)N(C)C)C (hexamethylphosphoramide), C[Sn](C)(C)C (tetramethyltin). The reagents and catalysts are [CH2-]C1=CC=CC=C1.C1=CC=C(C=C1)P(C2=CC=CC=C2)C3=CC=CC=C3.C1=CC=C(C=C1)P(C2=CC=CC=C2)C3=CC=CC=C3.[Cl-].[Pd+2] (benzylbis(triphenylphosphine)palladium(II) chloride). Conditions: temperature 140 celsius. Product: C1(CCC1)[C@@H](C1=CC(=CC=C1)F)NC(=O)C1=C(N(C(C(=C1C)C)=O)C1=CC=CC=C1)C (2,4,5-Trimethyl-6-oxo-1-phenyl-1,6-dihydro-pyridine-3-carboxylic acid [(S)-cyclobutyl-(3-fluoro-phenyl)-methyl]-amide). Isolated yield 30.6%. Starting materials: CCOP(=O)(CC(=O)O)C(CCc1ccccc1)CC(=O)c1ccccc1, CC#N, O=C(O)C1CCCN1. Yields the product CCOP(=O)(CC(=O)N1CCCC1C(=O)O)C(CCc1ccccc1)CC(=O)c1ccccc1. Reaction SMILES: [CH2:1]([CH3:2])[O:3][P:4](=[O:5])([CH:6]([CH2:7][C:8]([c:9]1[cH:10][cH:11][cH:12][cH:13][cH:14]1)=[O:15])[CH2:16][CH2:17][c:18]1[cH:19][cH:20][cH:21][cH:22][cH:23]1)[CH2:24][C:25](=[O:26])[OH:27].[CH3:36][C:37]#[N:38].[OH:28][C:29](=[O:30])[CH:31]1[CH2:32][CH2:33][CH2:34][NH:35]1>>[CH2:1]([CH3:2])[O:3][P:4](=[O:5])([CH:6]([CH2:7][C:8]([c:9]1[cH:10][cH:11][cH:12][cH:13][cH:14]1)=[O:15])[CH2:16][CH2:17][c:18]1[cH:19][cH:20][cH:21][cH:22][cH:23]1)[CH2:24][C:25](=[O:26])[N:35]1[CH:31]([C:29]([OH:28])=[O:30])[CH2:32][CH2:33][CH2:34]1.